This data is from the Open Reaction Database (ORD), a public repository of structured organic reaction records. The task is: describe an organic reaction: reactants, conditions, products, and yield Reactants: ClC=1N=C(C2=C(N1)C=C(S2)CN2CCN(CC2)C(C(=O)N(C)C)(C)C)N2CCOCC2 (2-[4-(2-chloro-4-morpholin-4-yl-thieno[3,2-d]pyrimidin-6-ylmethyl)-piperazin-1-yl]-N,N-dimethyl-isobutyramide), CN(C1CNCCC1)C (dimethyl-piperidin-3-yl-amine). Product: ClC=1N=C(C2=C(N1)C=C(S2)CN2CC(CCC2)N(C)C)N2CCOCC2 ([1-(2-Chloro-4-morpholin-4-yl-thieno[3,2-d]pyrimidin-6-ylmethyl)-piperidin-3-yl]-dimethyl-amine), solid. Yield: 76.0%. Reaction SMILES: [Cl:1][C:2]1[N:3]=[C:4]([N:26]2[CH2:31][CH2:30][O:29][CH2:28][CH2:27]2)[C:5]2[S:10][C:9]([CH2:11][N:12]3[CH2:17]CN(C(C)(C)C(N(C)C)=O)C[CH2:13]3)=[CH:8][C:6]=2[N:7]=1.[CH3:32][N:33]([CH3:40])[CH:34]1[CH2:39][CH2:38]CNC1>>[Cl:1][C:2]1[N:3]=[C:4]([N:26]2[CH2:27][CH2:28][O:29][CH2:30][CH2:31]2)[C:5]2[S:10][C:9]([CH2:11][N:12]3[CH2:13][CH2:38][CH2:39][CH:34]([N:33]([CH3:40])[CH3:32])[CH2:17]3)=[CH:8][C:6]=2[N:7]=1. Reported procedure: Prepared using the method used in the preparation of 2-[4-(2-chloro-4-morpholin-4-yl-thieno[3,2-d]pyrimidin-6-ylmethyl)-piperazin-1-yl]-N,N-dimethyl-isobutyramide using dimethyl-piperidin-3-yl-amine in place of N,N-dimethyl-2-piperazin-1-yl-isobutyramide. The title compound was obtained as an off-white solid (180 mg, 76%). Reactants: O[C@@H](CN1CCNCC1)C1=C(C2=C(C(OC2)=O)C=C1)C (5-[(1R)-1-hydroxy-2-(piperazin-1-yl)ethyl]-4-methyl-2-benzofuran-1(3H)-one), CC=1C(=CC2=C(C(OC2)=O)C1)C1OC1 (6-methyl-5-oxiran-2-yl-2-benzofuran-1(3H)-one). Product: O[C@@H](CN1CCN(CC1)CC(C1=CC2=C(C(OC2)=O)C=C1C)O)C1=C(C2=C(C(OC2)=O)C=C1)C (5-[(1R)-1-hydroxy-2-{4-[2-hydroxy-2-(6-methyl-1-oxo-1,3-dihydro-2-benzofuran-5-yl)ethyl]piperazin-1-yl}ethyl]-4-methyl-2-benzofuran-1(3H)-one). Reaction SMILES: [OH:1][C@H:2]([C:10]1[CH:19]=[CH:18][C:13]2[C:14](=[O:17])[O:15][CH2:16][C:12]=2[C:11]=1[CH3:20])[CH2:3][N:4]1[CH2:9][CH2:8][NH:7][CH2:6][CH2:5]1.[CH3:21][C:22]1[C:23]([CH:32]2[CH2:34][O:33]2)=[CH:24][C:25]2[CH2:29][O:28][C:27](=[O:30])[C:26]=2[CH:31]=1>>[OH:1][C@H:2]([C:10]1[CH:19]=[CH:18][C:13]2[C:14](=[O:17])[O:15][CH2:16][C:12]=2[C:11]=1[CH3:20])[CH2:3][N:4]1[CH2:9][CH2:8][N:7]([CH2:34][CH:32]([OH:33])[C:23]2[C:22]([CH3:21])=[CH:31][C:26]3[C:27](=[O:30])[O:28][CH2:29][C:25]=3[CH:24]=2)[CH2:6][CH2:5]1. Reported procedure: 5-[(1R)-1-hydroxy-2-{4-[2-hydroxy-2-(6-methyl-1-oxo-1,3-dihydro-2-benzofuran-5-yl)ethyl]piperazin-1-yl}ethyl]-4-methyl-2-benzofuran-1(3H)-one was prepared in a similar fashion to that described for the synthesis of EXAMPLE 58 starting from 5-[(1R)-1-hydroxy-2-(piperazin-1-yl)ethyl]-4-methyl-2-benzofuran-1(3H)-one and isomer B of 6-methyl-5-oxiran-2-yl-2-benzofuran-1(3H)-one (65B). The product is FC1=CC=C(C=C1)N1C(C(C2=CC=C(C=C12)OC)(NC(=O)C=1N=CC2=CC=CC=C2C1)CCC(=O)[O-])=O.[Na+] ((+)-sodium 3-{1-(4-fluorophenyl)-2,3-dihydro-3-[(3-isoquinolinyl)carbonylamino]-6-methoxy-2-oxo-1H-indol-3-yl}propionate). Reactants: [OH-].[Na+] (sodium hydroxide), FC1=CC=C(C=C1)N1C(C(C2=CC=C(C=C12)OC)(NC(=O)C=1N=CC2=CC=CC=C2C1)CCC(=O)OC)=O ((+)-methyl 3-{1-(4-fluorophenyl)-2,3-dihydro-3-[(3-isoquinolinyl)carbonylamino]-6-methoxy-2-oxo-1H-indol-3-yl}propionate). Solvent: C(C)O (ethanol). Reaction SMILES: [OH-].[Na+:2].[F:3][C:4]1[CH:9]=[CH:8][C:7]([N:10]2[C:18]3[C:13](=[CH:14][CH:15]=[C:16]([O:19][CH3:20])[CH:17]=3)[C:12]([CH2:34][CH2:35][C:36]([O:38]C)=[O:37])([NH:21][C:22]([C:24]3[N:25]=[CH:26][C:27]4[C:32]([CH:33]=3)=[CH:31][CH:30]=[CH:29][CH:28]=4)=[O:23])[C:11]2=[O:40])=[CH:6][CH:5]=1>C(O)C>[F:3][C:4]1[CH:9]=[CH:8][C:7]([N:10]2[C:18]3[C:13](=[CH:14][CH:15]=[C:16]([O:19][CH3:20])[CH:17]=3)[C:12]([CH2:34][CH2:35][C:36]([O-:38])=[O:37])([NH:21][C:22]([C:24]3[N:25]=[CH:26][C:27]4[C:32]([CH:33]=3)=[CH:31][CH:30]=[CH:29][CH:28]=4)=[O:23])[C:11]2=[O:40])=[CH:6][CH:5]=1.[Na+:2] |f:0.1,4.5|. Conditions: time 8 hour. Reported procedure: A mixture of 4.21 ml of 1N sodium hydroxide, 1.80 g of (+)-methyl 3-{1-(4-fluorophenyl)-2,3-dihydro-3-[(3-isoquinolinyl)carbonylamino]-6-methoxy-2-oxo-1H-indol-3-yl}propionate, and ethanol (20 ml) was stirred at room temperature overnight. After removal of solvent, the residue was purified by a nonionic adsorption resin (trade name: HP-20, produced by Mitsubishi Kasei Corporation) to afford 1.64 g of (+)-sodium 3-{1-(4-fluorophenyl)-2,3-dihydro-3-[(3-isoquinolinyl)carbonylamino]-6-methoxy-2-oxo-... Reactants: CC(=O)O[BH-](OC(C)=O)OC(C)=O, CCOC(OCC)C(C)N, CCOC(C)=O, O=Cc1cccc2ccccc12, [Na+], C1CCOC1. Product: CCOC(OCC)C(C)NCc1cccc2ccccc12. Reaction SMILES: [C:23]([O:24][BH-:25]([O:26][C:27](=[O:28])[CH3:29])[O:30][C:31](=[O:32])[CH3:33])(=[O:34])[CH3:35].[CH2:1]([CH3:2])[O:3][CH:4]([CH:5]([CH3:6])[NH2:7])[O:8][CH2:9][CH3:10].[CH3:42][CH2:43][O:44][C:45](=[O:46])[CH3:47].[CH:11](=[O:12])[c:13]1[cH:14][cH:15][cH:16][c:17]2[cH:18][cH:19][cH:20][cH:21][c:22]12.[Na+:36].[O:37]1[CH2:38][CH2:39][CH2:40][CH2:41]1>>[CH2:1]([CH3:2])[O:3][CH:4]([CH:5]([CH3:6])[NH:7][CH2:11][c:13]1[cH:14][cH:15][cH:16][c:17]2[cH:18][cH:19][cH:20][cH:21][c:22]12)[O:8][CH2:9][CH3:10]. The reactants are CCI, CCO, N#CSc1ccc(N)c(Cl)c1, O. Yields the product CCSc1ccc(N)c(Cl)c1. Reaction SMILES: [CH2:12]([I:13])[CH3:14].[CH3:15][CH2:16][OH:17].[Cl:1][c:2]1[c:3]([NH2:4])[cH:5][cH:6][c:7]([S:9][C:10]#[N:11])[cH:8]1.[OH2:18]>>[Cl:1][c:2]1[c:3]([NH2:4])[cH:5][cH:6][c:7]([S:9][CH2:10][CH3:12])[cH:8]1.